describe an organic reaction: reactants, conditions, products, and yield From a dataset of the Open Reaction Database (ORD), a public repository of structured organic reaction records. Reactants: O=C(OCc1ccccc1)N1CCCCC1CCCBr, O=C([O-])[O-], CCCCOc1nc(N)c2nc(OC)[nH]c2n1, O=C(O)C(F)(F)F, [K+], [K+], CN(C)C=O. Yields the product CCCCOc1nc(N)c2nc(OC)n(CCCC3CCCCN3C(=O)OCc3ccccc3)c2n1. Reaction SMILES: [Br:31][CH2:32][CH2:33][CH2:34][CH:35]1[N:36]([C:41](=[O:42])[O:43][CH2:44][c:45]2[cH:46][cH:47][cH:48][cH:49][cH:50]2)[CH2:37][CH2:38][CH2:39][CH2:40]1.[C:25](=[O:26])([O-:27])[O-:28].[CH2:8]([CH2:9][CH2:10][CH3:11])[O:12][c:13]1[n:14][c:15]([NH2:24])[c:16]2[n:17][c:18]([O:22][CH3:23])[nH:19][c:20]2[n:21]1.[F:1][C:2]([F:3])([F:4])[C:5]([OH:6])=[O:7].[K+:29].[K+:30].[O:51]=[CH:52][N:53]([CH3:54])[CH3:55]>>[CH2:8]([CH2:9][CH2:10][CH3:11])[O:12][c:13]1[n:14][c:15]([NH2:24])[c:16]2[n:17][c:18]([O:22][CH3:23])[n:19]([CH2:32][CH2:33][CH2:34][CH:35]3[N:36]([C:41](=[O:42])[O:43][CH2:44][c:45]4[cH:46][cH:47][cH:48][cH:49][cH:50]4)[CH2:37][CH2:38][CH2:39][CH2:40]3)[c:20]2[n:21]1. The reactants are C(C1=CC=CC=C1)(=O)OOC(C1=CC=CC=C1)=O (benzoyl peroxide), ester, CC=1C=C2C=C(C(OC2=C(C1)C(C(F)(F)F)OC(=S)N1C=NC=C1)C(F)(F)F)C(=O)OCC (ethyl 6-methyl-8-{2,2,2-trifluoro-1-[(1H-imidazol-1-ylcarbonothioyl)oxy]ethyl}-2-(trifluoromethyl)-2H-chromene-3-carboxylate), [SiH](CC)(CC)CC (Et3SiH). Solvent: C1(=CC=CC=C1)C (toluene), C1(=CC=CC=C1)C (toluene). Conditions: time 8 hour. Yields the product CC=1C=C2C=C(C(OC2=C(C1)CC(F)(F)F)C(F)(F)F)C(=O)OCC (ethyl 6-methyl-8-(2,2,2-trifluoroethyl)-2-(trifluoromethyl)-2H-chromene-3-carboxylate). As a reaction SMILES: [CH3:1][C:2]1[CH:3]=[C:4]2[C:9](=[C:10]([CH:12](OC(N3C=CN=C3)=S)[C:13]([F:16])([F:15])[F:14])[CH:11]=1)[O:8][CH:7]([C:25]([F:28])([F:27])[F:26])[C:6]([C:29]([O:31][CH2:32][CH3:33])=[O:30])=[CH:5]2.[SiH](CC)(CC)CC.C(OOC(=O)C1C=CC=CC=1)(=O)C1C=CC=CC=1>C1(C)C=CC=CC=1>[CH3:1][C:2]1[CH:3]=[C:4]2[C:9](=[C:10]([CH2:12][C:13]([F:14])([F:15])[F:16])[CH:11]=1)[O:8][CH:7]([C:25]([F:28])([F:26])[F:27])[C:6]([C:29]([O:31][CH2:32][CH3:33])=[O:30])=[CH:5]2. Procedure: The ester from Step 1 (2.1 g, 4.25 mmol) was dissolved in toluene (15 mL). The Et3SiH (30 mL, 0.18 mol) was added to above solution. The mixture was heated to reflux. The benzoyl peroxide (1.03 g, 4.25 mmol) in toluene (15 mL) was added in 4 portions at 15 min intervals. The mixture was heated to reflux for 2 hours and stirred at r.t overnight. The mixture was passed through silic plug and plug was washed with 5% to 10% EtOAc in hexane to give crude product: LCMS m/z 369.15 (M+H). This ester was... Reactants: C1(=CC=CC2=CC=CC=C12)C1=C(C=CC=C1)C1(C2=CC=CC=C2C(C=2C=CC=CC12)(O)C1=C(C=CC=C1)C1=CC=CC2=CC=CC=C12)O (9,10-bis(2-(1-Naphthyl)phenyl)-9,10-dihydroxy-9,10-dihydro-anthracene), resultant suspension, I (hydroiodic acid), aqueous solution, [PH2](=O)O (hypophosphorous acid). Run in C(C)(=O)O (acetic acid). Conditions: temperature 100 celsius, time 7 hour. Product: C1(=CC=CC2=CC=CC=C12)C1=C(C=CC=C1)C=1C2=CC=CC=C2C(=C2C=CC=CC12)C1=C(C=CC=C1)C1=CC=CC2=CC=CC=C12 (9,10-bis(2-(1-naphthyl)phenyl)anthracene). Yield: 96.3%. Reaction SMILES: [C:1]1([C:11]2[CH:16]=[CH:15][CH:14]=[CH:13][C:12]=2[C:17]2(O)[C:30]3[CH:29]=[CH:28][CH:27]=[CH:26][C:25]=3[C:24]([C:32]3[CH:37]=[CH:36][CH:35]=[CH:34][C:33]=3[C:38]3[C:47]4[C:42](=[CH:43][CH:44]=[CH:45][CH:46]=4)[CH:41]=[CH:40][CH:39]=3)(O)[C:23]3[C:18]2=[CH:19][CH:20]=[CH:21][CH:22]=3)[C:10]2[C:5](=[CH:6][CH:7]=[CH:8][CH:9]=2)[CH:4]=[CH:3][CH:2]=1.I.[PH2](O)=O>C(O)(=O)C>[C:38]1([C:33]2[CH:34]=[CH:35][CH:36]=[CH:37][C:32]=2[C:24]2[C:25]3[C:30]([C:17]([C:12]4[CH:13]=[CH:14][CH:15]=[CH:16][C:11]=4[C:1]4[C:10]5[C:5](=[CH:6][CH:7]=[CH:8][CH:9]=5)[CH:4]=[CH:3][CH:2]=4)=[C:18]4[C:23]=2[CH:22]=[CH:21][CH:20]=[CH:19]4)=[CH:29][CH:28]=[CH:27][CH:26]=3)[C:47]2[C:42](=[CH:43][CH:44]=[CH:45][CH:46]=2)[CH:41]=[CH:40][CH:39]=1. Procedure: 9,10-bis(2-(1-Naphthyl)phenyl)-9,10-dihydroxy-9,10-dihydro-anthracene (3.5 g, 5.7 mmole) was suspended in acetic acid (80 ml). To the resultant suspension, a 57% hydroiodic acid (15 ml, 0.11 mole, 20 eq) was added and the obtained mixture was stirred at 100° C. for 7 hours. To the reaction mixture, a 50% aqueous solution of hypophosphorous acid (30 ml) was added. The formed solid was separated by filtration and washed with water, methanol and acetone and a white solid (3.2 g, 96%) was obtained. Starting materials: BrCC1CCCCC1, O=C([O-])[O-], [Cs+], [Cs+], CN(C)C=O, CCCc1cc(C(=O)OC)ccc1O. Yields the product CCCc1cc(C(=O)OC)ccc1OCC1CCCCC1. Reaction SMILES: [Br:21][CH2:22][CH:23]1[CH2:24][CH2:25][CH2:26][CH2:27][CH2:28]1.[C:15](=[O:16])([O-:17])[O-:18].[Cs+:19].[Cs+:20].[O:29]=[CH:30][N:31]([CH3:32])[CH3:33].[OH:1][c:2]1[c:3]([CH2:12][CH2:13][CH3:14])[cH:4][c:5]([C:6](=[O:7])[O:8][CH3:9])[cH:10][cH:11]1>>[O:1]([c:2]1[c:3]([CH2:12][CH2:13][CH3:14])[cH:4][c:5]([C:6](=[O:7])[O:8][CH3:9])[cH:10][cH:11]1)[CH2:22][CH:23]1[CH2:24][CH2:25][CH2:26][CH2:27][CH2:28]1. The reactants are COc1ccc(C2=NN(C3CCNCC3)C(=O)C2(C)C)cc1OC, O=C(O)c1ccnc(N2CCCCC2)c1. Yields the product COc1ccc(C2=NN(C3CCN(C(=O)c4ccnc(N5CCCCC5)c4)CC3)C(=O)C2(C)C)cc1OC. Reaction SMILES: [CH3:1][O:2][c:3]1[cH:4][c:5]([C:11]2=[N:15][N:14]([CH:16]3[CH2:17][CH2:18][NH:19][CH2:20][CH2:21]3)[C:13](=[O:22])[C:12]2([CH3:23])[CH3:24])[cH:6][cH:7][c:8]1[O:9][CH3:10].[N:25]1([c:31]2[cH:32][c:33]([C:34](=[O:35])[OH:36])[cH:37][cH:38][n:39]2)[CH2:26][CH2:27][CH2:28][CH2:29][CH2:30]1>>[CH3:1][O:2][c:3]1[cH:4][c:5]([C:11]2=[N:15][N:14]([CH:16]3[CH2:17][CH2:18][N:19]([C:34]([c:33]4[cH:32][c:31]([N:25]5[CH2:26][CH2:27][CH2:28][CH2:29][CH2:30]5)[n:39][cH:38][cH:37]4)=[O:35])[CH2:20][CH2:21]3)[C:13](=[O:22])[C:12]2([CH3:23])[CH3:24])[cH:6][cH:7][c:8]1[O:9][CH3:10]. Starting materials: S(=O)=O (sulfur dioxide), NC=1C=CC(=C(C#N)C1)Br (5-amino-2-bromo benzonitrile), N(=O)[O-].[Na+] (sodium nitrite), O.O.[Cl-].[Ca+2].[Cl-] (Calcium chloride dihydrate), NC=1C=CC(=C(C#N)C1)Br (5-amino-2-bromo benzonitrile). Run in O (water), C(C)(=O)O (acetic acid), Cl (hydrogen chloride), C(C)(=O)O (acetic acid), O (water). Reaction conditions: temperature 0 celsius, time 15 minute. Product: BrC1=C(C=C(C=C1)S(=O)(=O)Cl)C#N (4-Bromo-3-cyanobenzenesulfonyl chloride). Reaction SMILES: N[C:2]1[CH:3]=[CH:4][C:5]([Br:10])=[C:6]([CH:9]=1)[C:7]#[N:8].N([O-])=O.[Na+].[S:15](=[O:17])=[O:16].O.O.[Cl-:20].[Ca+2].[Cl-]>Cl.C(O)(=O)C.O>[Br:10][C:5]1[CH:4]=[CH:3][C:2]([S:15]([Cl:20])(=[O:17])=[O:16])=[CH:9][C:6]=1[C:7]#[N:8] |f:1.2,4.5.6.7.8|. Reported procedure: To a solution of 5-amino-2-bromo benzonitrile (10.0 g, 50.75 mmol) in concentrated hydrogen chloride (25 mL) and acetic acid (25 mL) was added sodium nitrite (3.85 g, 55.82 mmol) in water (12.5 mL). The reaction was stirred at 0° C. for 15 minutes. In a separate flask was prepared a saturated solution of sulfur dioxide in acetic acid (25 mL) at 0° C. Calcium chloride dihydrate (3.46 g, 20.30 mmol) was added to the saturated solution prior to the dropwise addition of the solution containing 5-ami...